From a dataset of the Open Reaction Database (ORD), a public repository of structured organic reaction records. describe an organic reaction: reactants, conditions, products, and yield Reactants: O=C([O-])[O-], CS(C)=O, O=[N+]([O-])c1ccc(F)cc1F, [K+], [K+], CCOC(=O)c1c(N)sc2ccccc12, O. Yields the product CCOC(=O)c1c(Nc2cc(F)ccc2[N+](=O)[O-])sc2ccccc12. Reaction SMILES: [C:27](=[O:28])([O-:29])[O-:30].[CH3:34][S:35](=[O:36])[CH3:37].[F:16][c:17]1[c:18]([N+:24](=[O:25])[O-:26])[cH:19][cH:20][c:21]([F:23])[cH:22]1.[K+:31].[K+:32].[NH2:1][c:2]1[c:3]([C:11](=[O:12])[O:13][CH2:14][CH3:15])[c:4]2[c:5]([s:6]1)[cH:7][cH:8][cH:9][cH:10]2.[OH2:33]>>[NH:1]([c:2]1[c:3]([C:11](=[O:12])[O:13][CH2:14][CH3:15])[c:4]2[c:5]([s:6]1)[cH:7][cH:8][cH:9][cH:10]2)[c:17]1[c:18]([N+:24](=[O:25])[O-:26])[cH:19][cH:20][c:21]([F:23])[cH:22]1. The reactants are C(=O)(C)Br (AcBr), CC=1C=C(C=2C=CN(C2C1)C1=NC(=NC(=C1C(C)C)OC)OC)C#N (6-methyl-1-(5-isopropyl-2,6-dimethoxy-pyrimidin-4-yl)-1H-indole-4-carbonitrile). Reaction conditions: temperature 70 celsius. Product: C(C)(C)C1=C(NC(NC1=O)=O)N1C=CC=2C(=CC(=CC12)C)C#N (1-(5-Isopropyl-2,6-dioxo-1,2,3,6-tetrahydro-pyrimidin-4-yl)-6-methyl-1H-indole-4-carbonitrile). Isolated yield 64.9%. Reaction SMILES: C(Br)(C)=O.[CH3:5][C:6]1[CH:7]=[C:8]([C:28]#[N:29])[C:9]2[CH:10]=[CH:11][N:12]([C:15]3[C:20]([CH:21]([CH3:23])[CH3:22])=[C:19]([O:24]C)[N:18]=[C:17]([O:26]C)[N:16]=3)[C:13]=2[CH:14]=1>>[CH:21]([C:20]1[C:19](=[O:24])[NH:18][C:17](=[O:26])[NH:16][C:15]=1[N:12]1[C:13]2[CH:14]=[C:6]([CH3:5])[CH:7]=[C:8]([C:28]#[N:29])[C:9]=2[CH:10]=[CH:11]1)([CH3:23])[CH3:22]. Reported procedure: AcBr (3 mL) was added to 6-methyl-1-(5-isopropyl-2,6-dimethoxy-pyrimidin-4-yl)-1H-indole-4-carbonitrile (470 mg, 1.40 mmol). The reaction mixture was heated at 70° C. for 6 hours. The reaction mixture was then cooled to room temperature and concentrated. The crude reaction product was purified (silica gel, 0-80% EtOAc/hexane) to give a white solid (280 mg, 65%). LC-MS shows 307.1 (M−1). The reactants are CC1(c2cc(Br)ccc2F)COCC(=O)N1, [Cl-], [NH4+]. Yields the product CC1(c2cc(Br)ccc2F)COCC(N)=N1. Reaction SMILES: [Br:1][c:2]1[cH:3][cH:4][c:5]([F:16])[c:6]([C:8]2([CH3:15])[NH:9][C:10](=[O:14])[CH2:11][O:12][CH2:13]2)[cH:7]1.[Cl-:17].[NH4+:18]>>[Br:1][c:2]1[cH:3][cH:4][c:5]([F:16])[c:6]([C:8]2([CH3:15])[N:9]=[C:10]([NH2:18])[CH2:11][O:12][CH2:13]2)[cH:7]1. Product: COc1nc(Cl)ncc1Br. The reactants are Clc1ncc(Br)c(Cl)n1, C[O-], CO, [Na+], O. Reaction SMILES: [Br:1][c:2]1[c:3]([Cl:9])[n:4][c:5]([Cl:8])[n:6][cH:7]1.[CH3:10][O-:11].[CH3:14][OH:15].[Na+:12].[OH2:13]>>[Br:1][c:2]1[c:3]([O:11][CH3:10])[n:4][c:5]([Cl:8])[n:6][cH:7]1.